From a dataset of the Open Reaction Database (ORD), a public repository of structured organic reaction records. describe an organic reaction: reactants, conditions, products, and yield Starting materials: C(C=C)OCC1=C(C=C(C(=C1)Cl)CC1=CC=C(C=C1)CC)[C@@H]1O[C@@H]([C@H]([C@@H]([C@H]1OCC1=CC=CC=C1)OCC1=CC=CC=C1)OCC1=CC=CC=C1)COCC1=CC=CC=C1 ((2S,3S,4R,5R,6R)-2-(2-(allyloxymethyl)-4-chloro-5-(4-ethylbenzyl)phenyl)-3,4,5-tris(benzyloxy)-6-(benzyloxymethyl)tetrahydro-2H-pyran), CN(C)C=O (DMF). Reagents/catalysts: [Pd](Cl)Cl (palladium chloride), [Cu](Cl)Cl (copper chloride). Reaction conditions: time 2.5 hour. Yields the product ClC=1C(=CC(=C(COCC(C)=O)C1)[C@@H]1O[C@@H]([C@H]([C@@H]([C@H]1OCC1=CC=CC=C1)OCC1=CC=CC=C1)OCC1=CC=CC=C1)COCC1=CC=CC=C1)CC1=CC=C(C=C1)CC (1-(5-chloro-4-(4-ethylbenzyl)-2-((2S,3S,4R,5R,6R)-3,4,5-tris(benzyloxy)-6-(benzyloxymethyl)tetrahydro-2H-pyran-2-yl)benzyloxy)propan-2-one). Yield: 58.2%. Reaction SMILES: [CH2:1]([O:4][CH2:5][C:6]1[CH:11]=[C:10]([Cl:12])[C:9]([CH2:13][C:14]2[CH:19]=[CH:18][C:17]([CH2:20][CH3:21])=[CH:16][CH:15]=2)=[CH:8][C:7]=1[C@H:22]1[C@H:27]([O:28][CH2:29][C:30]2[CH:35]=[CH:34][CH:33]=[CH:32][CH:31]=2)[C@@H:26]([O:36][CH2:37][C:38]2[CH:43]=[CH:42][CH:41]=[CH:40][CH:39]=2)[C@H:25]([O:44][CH2:45][C:46]2[CH:51]=[CH:50][CH:49]=[CH:48][CH:47]=2)[C@@H:24]([CH2:52][O:53][CH2:54][C:55]2[CH:60]=[CH:59][CH:58]=[CH:57][CH:56]=2)[O:23]1)[CH:2]=[CH2:3].CN(C=[O:65])C>[Pd](Cl)Cl.[Cu](Cl)Cl>[Cl:12][C:10]1[C:9]([CH2:13][C:14]2[CH:15]=[CH:16][C:17]([CH2:20][CH3:21])=[CH:18][CH:19]=2)=[CH:8][C:7]([C@H:22]2[C@H:27]([O:28][CH2:29][C:30]3[CH:35]=[CH:34][CH:33]=[CH:32][CH:31]=3)[C@@H:26]([O:36][CH2:37][C:38]3[CH:39]=[CH:40][CH:41]=[CH:42][CH:43]=3)[C@H:25]([O:44][CH2:45][C:46]3[CH:51]=[CH:50][CH:49]=[CH:48][CH:47]=3)[C@@H:24]([CH2:52][O:53][CH2:54][C:55]3[CH:60]=[CH:59][CH:58]=[CH:57][CH:56]=3)[O:23]2)=[C:6]([CH:11]=1)[CH2:5][O:4][CH2:1][C:2](=[O:65])[CH3:3]. Procedure: A mixture of palladium chloride (159 mg, 0.053 mmol) and copper chloride (267 mg, 0.27 mmol) in DMF (3 mL) was stirred for 2.5 h at room temperature. (2S,3S,4R,5R,6R)-2-(2-(allyloxymethyl)-4-chloro-5-(4-ethylbenzyl)phenyl)-3,4,5-tris(benzyloxy)-6-(benzyloxymethyl)tetrahydro-2H-pyran (intermediate O-1) (300 mg, 0.36 mmol) was added to the mixture and stirred overnight under oxygen. The reaction mixture was filtered, the filtrate was poured into water and extracted with ethyl acetate (20 mL×3). Th... Starting materials: ClC1=C(C#N)C=C(C(=N1)N(C)CCCO)F (2-chloro-5-fluoro-6-[(3-hydroxypropyl)(methyl)amino]nicotinonitrile), OC=1C=C2CC[C@H](C2=CC1)CC(=O)OCC (ethyl [(1S)-5-hydroxy-2,3-dihydro-1H-inden-1-yl]acetate), C1=CC=C(C=C1)P(C2=CC=CC=C2)C3=CC=CC=C3 (PPh3), C1CCN(CC1)C(=O)N=NC(=O)N2CCCCC2 (ADDP). Solvent: C1CCOC1 (THF). Conditions: time 18 hour. Yields the product ClC1=C(C=C(C(=N1)N(CCCOC=1C=C2CC[C@H](C2=CC1)CC(=O)OCC)C)F)C#N (ethyl ((1S)-5-{3-[(6-chloro-5-cyano-3-fluoro-2-pyridinyl)(methyl)amino]propoxy}-2,3-dihydro-1H-inden-1-yl)acetate). Yield: 80.7%. Reaction SMILES: [Cl:1][C:2]1[N:9]=[C:8]([N:10]([CH2:12][CH2:13][CH2:14][OH:15])[CH3:11])[C:7]([F:16])=[CH:6][C:3]=1[C:4]#[N:5].O[C:18]1[CH:19]=[C:20]2[C:24](=[CH:25][CH:26]=1)[C@H:23]([CH2:27][C:28]([O:30][CH2:31][CH3:32])=[O:29])[CH2:22][CH2:21]2.C1C=CC(P(C2C=CC=CC=2)C2C=CC=CC=2)=CC=1.C1CCN(C(N=NC(N2CCCCC2)=O)=O)CC1>C1COCC1>[Cl:1][C:2]1[N:9]=[C:8]([N:10]([CH3:11])[CH2:12][CH2:13][CH2:14][O:15][C:18]2[CH:19]=[C:20]3[C:24](=[CH:25][CH:26]=2)[C@H:23]([CH2:27][C:28]([O:30][CH2:31][CH3:32])=[O:29])[CH2:22][CH2:21]3)[C:7]([F:16])=[CH:6][C:3]=1[C:4]#[N:5]. Procedure: To a solution of 2-chloro-5-fluoro-6-[(3-ydroxypropyl)(methyl)amino]nicotinonitrile (Example 311) (0.50 g, 2.05 mmol) and ethyl [(1S)-5-hydroxy-2,3-dihydro-1H-inden-1-yl]acetate (Example 6, 0.25 g, 1.14 mmol) in THF (9 mL) were added PPh3 (0.54 g, 2.05 mmol) and ADDP (0.52 g, 2.05 mmol) under argon. The golden yellow mixture was stirred at rt for 18 h, and then concentrated under reduced pressure. The product (0.41 g, 81%) was isolated after silica gel flash chromatography (2:1 hexanes/EtOAc). 1... Reactants: ClC1=C(C=CC=C1Cl)S(=O)(=O)NC1=NC=CN=C1Cl (2,3-dichloro-N-(3-chloro-2-pyrazinyl)benzenesulphonamide), [H-].[Na+] (sodium hydride), C(C#C)O (propargyl alcohol). Yields the product ClC1=C(C=CC=C1Cl)S(=O)(=O)NC1=NC=CN=C1OCC#C (2,3-Dichloro-N-[3-(2-propynyloxy)-2-pyrazinyl)benzenesulphonamide). Reaction SMILES: [Cl:1][C:2]1[C:7]([Cl:8])=[CH:6][CH:5]=[CH:4][C:3]=1[S:9]([NH:12][C:13]1[C:18](Cl)=[N:17][CH:16]=[CH:15][N:14]=1)(=[O:11])=[O:10].[H-].[Na+].[CH2:22]([OH:25])[C:23]#[CH:24]>>[Cl:1][C:2]1[C:7]([Cl:8])=[CH:6][CH:5]=[CH:4][C:3]=1[S:9]([NH:12][C:13]1[C:18]([O:25][CH2:22][C:23]#[CH:24])=[N:17][CH:16]=[CH:15][N:14]=1)(=[O:11])=[O:10] |f:1.2|. Procedure: Prepared by the method of Example 28 using propargyl alcohol as solvent (3 mL), 2,3-dichloro-N-(3-chloro-2-pyrazinyl)benzenesulphonamide (Example 28) (0.3 g) and sodium hydride (0.2 g of a 60% dispersion in oil) at room temperature for 16 h. Yield 0.27 g. Starting materials: ClC1=C(C(=CC(=C1)F)Cl)O (2,6-dichloro-4-fluorophenol), C([O-])([O-])=O.[K+].[K+] (potassium carbonate), BrCC(=O)OCC (ethyl bromoacetate). The solvent is CC(=O)C (acetone). Run at time 8 hour. The product is ClC1=C(OCC(=O)O)C(=CC(=C1)F)Cl (2,6-dichloro-4-fluorophenoxyacetic acid). Yield: 72.8%. As a reaction SMILES: [Cl:1][C:2]1[CH:7]=[C:6]([F:8])[CH:5]=[C:4]([Cl:9])[C:3]=1[OH:10].C(=O)([O-])[O-].[K+].[K+].Br[CH2:18][C:19]([O:21]CC)=[O:20]>CC(C)=O>[Cl:1][C:2]1[CH:7]=[C:6]([F:8])[CH:5]=[C:4]([Cl:9])[C:3]=1[O:10][CH2:18][C:19]([OH:21])=[O:20] |f:1.2.3|. Procedure details: The mixture of 2,6-dichloro-4-fluorophenol (362 mg, 2.0 mmol), potassium carbonate (910 mg, 6.6 mmol), ethyl bromoacetate (500 mg, 3.0 mmol) and acetone (25 ml) was refluxed for 12 h. After cooling, the mixture was filtered to remove potassium carbonate. The filtrate was concentrated under reduced pressure. To this residue, 10 ml dioxane and 14 ml 5% sodium hydroxide solution were added. After the mixture was stirred at room temperature overnight, it was acidified with concentrated hydrochloric ... Starting materials: NC1=NC(=C(C(=N1)NC(=O)C=1C=NC(=CC1)Cl)[N+](=O)[O-])C=1OC=CC1 (N-(2-amino-6-(2-furyl)-5-nitropyrimidine-4-yl)-6-chloropyridine-3-carboxamide). The reagents and catalysts are [Pd] (Pd/C). Run in CCO (EtOH), CCOC(=O)C (EtOAc). Yields the product NC1=NC(=C(C(=N1)NC(=O)C=1C=NC(=CC1)Cl)N)C=1OC=CC1 (N-(2,5-diamino-6-(2-furyl)pyrimidin-4-yl)-6-chloropyridine-3-carboxamide). As a reaction SMILES: [NH2:1][C:2]1[N:7]=[C:6]([NH:8][C:9]([C:11]2[CH:12]=[N:13][C:14]([Cl:17])=[CH:15][CH:16]=2)=[O:10])[C:5]([N+:18]([O-])=O)=[C:4]([C:21]2[O:22][CH:23]=[CH:24][CH:25]=2)[N:3]=1>CCO.CCOC(C)=O.[Pd]>[NH2:1][C:2]1[N:7]=[C:6]([NH:8][C:9]([C:11]2[CH:12]=[N:13][C:14]([Cl:17])=[CH:15][CH:16]=2)=[O:10])[C:5]([NH2:18])=[C:4]([C:21]2[O:22][CH:23]=[CH:24][CH:25]=2)[N:3]=1. Procedure details: A solution of N-(2-amino-6-(2-furyl)-5-nitropyrimidine-4-yl)-6-chloropyridine-3-carboxamide (153 mg, 0.423 mmol) and 10% Pd/C (82 mg, 42.3 μmol) in EtOH (20 mL) and EtOAc (5 mL) was stirred under an hydrogen atmosphere for 3 h, filtered through Celite and concentrated in vacuo to give N-(2,5-diamino-6-(2-furyl)pyrimidin-4-yl)-6-chloropyridine-3-carboxamide as a yellow oil. A solution of this product in EtOH (5 mL) and 2-M HCl (5 mL) at 0° C. was treated dropwise with an ice-cold solution of sodi... Reactants: ClC(C(=O)OCC)Cl (ethyl dichloroacetate), C(=O)(C(F)(F)F)O (TFA), FC=1C=C(C=CC1N1CCC(C=C1)=O)N1C(O[C@H](C1)CNC(OC(C)(C)C)=O)=O (tert-butyl {(5S)-3-[3-fluoro-4-(4-oxo-3,4-dihydropyridin-1(2H)-yl)phenyl]-2-oxo-1,3-oxazolidin-5-yl}methylcarbamate), TEA. Solvent: ClC(C)Cl (dichloroethane). Conditions: time 1.5 hour. Product: ClC(C(=O)NCC1CN(C(O1)=O)C1=CC(=C(C=C1)N1CCC(C=C1)=O)F)Cl (2,2-dichloro-N-{3-[3-fluoro-4-(4-oxo-3,4-dihydro-2H-pyridin-1-yl)-phenyl]-2-oxo-oxazolidin-5-ylmethyl}-acetamide). RXN SMILES: C(O)(C(F)(F)F)=O.[F:8][C:9]1[CH:10]=[C:11]([N:22]2[CH2:26][C@H:25]([CH2:27][NH:28][C:29](=O)[O:30]C(C)(C)C)[O:24][C:23]2=[O:36])[CH:12]=[CH:13][C:14]=1[N:15]1[CH:20]=[CH:19][C:18](=[O:21])[CH2:17][CH2:16]1.[Cl:37][CH:38]([Cl:44])C(OCC)=O>ClC(Cl)C>[Cl:37][CH:38]([Cl:44])[C:29]([NH:28][CH2:27][CH:25]1[O:24][C:23](=[O:36])[N:22]([C:11]2[CH:12]=[CH:13][C:14]([N:15]3[CH:20]=[CH:19][C:18](=[O:21])[CH2:17][CH2:16]3)=[C:9]([F:8])[CH:10]=2)[CH2:26]1)=[O:30]. Reported procedure: TFA (0.75 mL) is added to a solution of the carbamate from Step 6 of Example 3 (100 mg, 0.247 mmol) in dichloroethane (3.0 mL). This solution is stirred for 1.5 h., and the solvent is removed under vacuum. The residue is dissolved in MeOH (4.0 mL). TEA (105 mg, 1 mmol) is added to the mixture, followed by adding ethyl dichloroacetate (77 mg, 0.49 mmol). The mixture is stirred at r.t. for 16 h. Solvent is removed under vacuum, and the crude product purified by silica gel column chromatography (gr... Reactants: O=C(O)c1ccc2c(c1)S(=O)(=O)c1ccc(Cl)cc1C=C2, O=C(O)c1ccc2c(c1)S(=O)(=O)c1ccccc1C=C2. Product: O=S1(=O)c2ccc(Cl)cc2C=Cc2ccc(CO)cc21. Reaction SMILES: [Cl:1][c:2]1[cH:3][cH:4][c:5]2[c:6]([cH:21]1)[CH:7]=[CH:8][c:9]1[c:10]([cH:14][c:15]([C:18](=[O:19])[OH:20])[cH:16][cH:17]1)[S:11]2(=[O:12])=[O:13].[cH:22]1[c:23]2[c:35]([cH:36][c:37]([C:38]([OH:39])=[O:40])[cH:41]1)[S:32](=[O:33])(=[O:34])[c:31]1[c:26]([cH:27][cH:28][cH:29][cH:30]1)[CH:25]=[CH:24]2>>[Cl:1][c:2]1[cH:3][cH:4][c:5]2[c:6]([cH:21]1)[CH:7]=[CH:8][c:9]1[c:10]([cH:14][c:15]([CH2:18][OH:19])[cH:16][cH:17]1)[S:11]2(=[O:12])=[O:13]. Starting materials: NC=1C(C(NN1)=O)CC1=C(C=CC=C1)Cl (5-amino-4-[(2-chlorophenyl)methyl]-2,4-dihydro-3H-pyrazol-3-one), O=C(CC(=O)OCC)C1=CC=NC=C1 (ethyl 3-oxo-3-(4-pyridinyl)propanoate). Solvent: C(C)(=O)O (acetic acid), C(C)(=O)O (acetic acid). Run at temperature 140 celsius, time 60 minute. Yields the product ClC1=C(CC=2C(=NN3C2NC(=CC3=O)C3=CC=NC=C3)O)C=CC=C1 (3-(2-chlorobenzyl)-2-hydroxy-5-(pyridin-4-yl)pyrazolo[1,5-a]pyrimidin-7(4H)-one). As a reaction SMILES: [NH2:1][C:2]1[CH:3]([CH2:8][C:9]2[CH:14]=[CH:13][CH:12]=[CH:11][C:10]=2[Cl:15])[C:4](=[O:7])[NH:5][N:6]=1.O=[C:17]([C:24]1[CH:29]=[CH:28][N:27]=[CH:26][CH:25]=1)[CH2:18][C:19](OCC)=[O:20]>C(O)(=O)C>[Cl:15][C:10]1[CH:11]=[CH:12][CH:13]=[CH:14][C:9]=1[CH2:8][C:3]1[C:4]([OH:7])=[N:5][N:6]2[C:19](=[O:20])[CH:18]=[C:17]([C:24]3[CH:29]=[CH:28][N:27]=[CH:26][CH:25]=3)[NH:1][C:2]=12. Procedure: To a suspension of 5-amino-4-[(2-chlorophenyl)methyl]-2,4-dihydro-3H-pyrazol-3-one (500 mg, 2.23 mmol) in acetic acid (2 mL) was added ethyl 3-oxo-3-(4-pyridinyl)propanoate (432 mg, 2.23 mmol). The reaction mixture was irradiated (microwave) and stirred at 140° C. for 60 minutes. Reaction mixture was cooled down, diluted with acetic acid (2 mL) and stood still for 2 hours. Precipitate was collected by filtration. The solid was washed with acetic acid (1 mL), ethanol (1 mL×2) and dried. The title... Starting materials: ClC1=CC=C(C=C1)S(=O)(=O)NC1=CC2=C(N(C(=N2)C2=CC=CC=C2)C2=CC=C(C=C2)OC)C=C1 (4-chloro-N-[1-(4-methoxyphenyl)-2-phenyl-1H-benzimidazol-5-yl]benzenesulfonamide), O (water), [H-].[Na+] (sodium hydride), COC(CCCCCBr)=O (6-bromohexanoic acid methyl ester). The solvent is CN(C=O)C (N,N-dimethylformamide). Reaction conditions: temperature 20 celsius, time 30 minute. The product is COC(CCCCCN(C1=CC2=C(N(C(=N2)C2=CC=CC=C2)C2=CC=C(C=C2)OC)C=C1)S(=O)(=O)C1=CC=C(C=C1)Cl)=O (6-[[(4-Chlorophenyl)sulfonyl][1-(4-methoxyphenyl)-2-phenyl-1H-benzimidazol-5-yl]amino]hexanoic acid methyl ester). As a reaction SMILES: [Cl:1][C:2]1[CH:7]=[CH:6][C:5]([S:8]([NH:11][C:12]2[CH:34]=[CH:33][C:15]3[N:16]([C:25]4[CH:30]=[CH:29][C:28]([O:31][CH3:32])=[CH:27][CH:26]=4)[C:17]([C:19]4[CH:24]=[CH:23][CH:22]=[CH:21][CH:20]=4)=[N:18][C:14]=3[CH:13]=2)(=[O:10])=[O:9])=[CH:4][CH:3]=1.[H-].[Na+].[CH3:37][O:38][C:39](=[O:46])[CH2:40][CH2:41][CH2:42][CH2:43][CH2:44]Br.O>CN(C)C=O>[CH3:37][O:38][C:39](=[O:46])[CH2:40][CH2:41][CH2:42][CH2:43][CH2:44][N:11]([S:8]([C:5]1[CH:6]=[CH:7][C:2]([Cl:1])=[CH:3][CH:4]=1)(=[O:10])=[O:9])[C:12]1[CH:34]=[CH:33][C:15]2[N:16]([C:25]3[CH:30]=[CH:29][C:28]([O:31][CH3:32])=[CH:27][CH:26]=3)[C:17]([C:19]3[CH:24]=[CH:23][CH:22]=[CH:21][CH:20]=3)=[N:18][C:14]=2[CH:13]=1 |f:1.2|. Reported procedure: 75 mg of 4-chloro-N-[1-(4-methoxyphenyl)-2-phenyl-1H-benzimidazol-5-yl]benzenesulfonamide was suspended in 0.5 ml of N,N-dimethylformamide, mixed with 6 mg of sodium hydride and stirred for 30 minutes at 20° C. 44 mg of 6-bromohexanoic acid methyl ester was added, allowed to stir for 15 hours, mixed with water, extracted three times with ethyl acetate, the extracts were dried on sodium sulfate, concentrated by evaporation in a vacuum, and the residue was chromatographed on silica gel.